From a dataset of the Open Reaction Database (ORD), a public repository of structured organic reaction records. describe an organic reaction: reactants, conditions, products, and yield Yield: 90.6%. Run at temperature 55 celsius. RXN SMILES: [C:1](=[O:11])([S:6][C:7]([CH3:10])([CH3:9])[CH3:8])[O:2][CH:3](Cl)[CH3:4].[C:12]([OH:17])(=[O:16])[CH:13]([CH3:15])[CH3:14].C(N(C(C)C)CC)(C)C>CCOCC>[C:1](=[O:11])([S:6][C:7]([CH3:10])([CH3:9])[CH3:8])[O:2][CH:3]([O:17][C:12](=[O:16])[CH:13]([CH3:15])[CH3:14])[CH3:4]. Solvent: CCOCC (ether). Product: C(OC(C)OC(C(C)C)=O)(SC(C)(C)C)=O (O-(1-Isobutanoyloxyethyl) S-tert-Butyl Thiocarbonate). Procedure: Compound (3) (392 mg, 2 mmol) was dissolved in isobutyric acid (264 mg, 3 mmol) and the solution was slowly added to a pre-mixed solution of isobutyric acid (264 mg, 3 mmol) and diisopropylethylamine (387 mg, 3 mmol). The reaction mixture was heated to 55° C. for 16 h, then diluted with ether (50 mL), washed with water (2×10 mL), saturated bicarbonate solution (2×10 mL) and brine (10 mL), dried over anhydrous sodium sulfate, filtered and concentrated in vacuo to give the title compound (8) as a ... The reactants are C(OC(C)Cl)(SC(C)(C)C)=O (O-(1-Chloroethyl) S-tert-Butyl Thiocarbonate), C(C(C)C)(=O)O (isobutyric acid), C(C(C)C)(=O)O (isobutyric acid), C(C)(C)N(CC)C(C)C (diisopropylethylamine). Reactants: C(Cl)(Cl)Cl (chloroform), C(C)(=O)OC12C(C3=C(C=C(C=C3N(CC3N(C13)C(C)=O)O2)C=O)O)COC(N)=O (11-acetyl-8-carbamoyloxymethyl-4-formyl-6-hydroxy-14-oxa-1,11-diazatetracyclo[7.4.1.02,7.010,12 ]tetradeca-2,4,6-trien-9-yl acetate), C([O-])([O-])=O.[K+].[K+] (potassium carbonate), C(C1=CC=CC=C1)Br (benzyl bromide). The solvent is CO (methanol), CC(=O)C (acetone). Conditions: temperature 50 celsius, time 90 minute. Yields the product C(C)(=O)OC12C(C3=C(C=C(C=C3N(CC3N(C13)C(C)=O)O2)C=O)OCC2=CC=CC=C2)COC(N)=O (11-acetyl-6-benzyloxy-8-carbamoyloxymethyl-4-formyl-14-oxa-1,11-diazatetracyclo[7.4.1.02,7.010,12 ]tetradeca-2,4,6-trien-9-yl acetate). As a reaction SMILES: [C:1]([O:4][C:5]12[O:21][N:13]([CH2:14][CH:15]3[CH:17]1[N:16]3[C:18](=[O:20])[CH3:19])[C:12]1[C:7](=[C:8]([OH:24])[CH:9]=[C:10]([CH:22]=[O:23])[CH:11]=1)[CH:6]2[CH2:25][O:26][C:27](=[O:29])[NH2:28])(=[O:3])[CH3:2].C(=O)([O-])[O-].[K+].[K+].[CH2:36](Br)[C:37]1[CH:42]=[CH:41][CH:40]=[CH:39][CH:38]=1.C(Cl)(Cl)Cl>CC(C)=O.CO>[C:1]([O:4][C:5]12[O:21][N:13]([CH2:14][CH:15]3[CH:17]1[N:16]3[C:18](=[O:20])[CH3:19])[C:12]1[C:7](=[C:8]([O:24][CH2:36][C:37]3[CH:42]=[CH:41][CH:40]=[CH:39][CH:38]=3)[CH:9]=[C:10]([CH:22]=[O:23])[CH:11]=1)[CH:6]2[CH2:25][O:26][C:27](=[O:29])[NH2:28])(=[O:3])[CH3:2] |f:1.2.3|. Procedure: To a solution of 11-acetyl-8-carbamoyloxymethyl-4-formyl-6-hydroxy-14-oxa-1,11-diazatetracyclo[7.4.1.02,7.010,12 ]tetradeca-2,4,6-trien-9-yl acetate (80 mg) in acetone (1 ml) were added potassium carbonate (55 mg) and benzyl bromide (47 μl), and the mixture was stirred at 50° C. for 90 minutes. The mixture was subjected to preparative thin layer chromatography, which was developed with a mixture of chloroform and methanol (20:1, v/v) to afford 11-acetyl-6-benzyloxy-8-carbamoyloxymethyl-4-formyl-... The reactants are C(\C=C\C)(=O)NC(OC(C)C)=O (1-methylethyl (2E)-2-butenoylcarbamate), C1CCC2=NCCCN2CC1 (DBU), NC1=CC=C(C=C1)C=1N=CN(C1)CCC(=O)OC(C)(C)C (1,1-dimethylethyl 3-[4-(4-aminophenyl)-1H-imidazol-1-yl]propanoate), C(\C=C\C)(=O)NC(OC(C)C)=O (1-methylethyl (2E)-2-butenoylcarbamate), Intermediate 96. The solvent is C(C)#N (acetonitrile). Conditions: temperature 50 celsius, time 48 hour. Yields the product CC(CC(=O)NC(=O)OC(C)C)NC1=CC=C(C=C1)C=1N=CN(C1)CCC(=O)OC(C)(C)C (1,1-dimethylethyl 3-[4-(4-{[1-methyl-3-({[(1-methylethyl)oxy]carbonyl}amino)-3-oxopropyl]amino}phenyl)-1H-imidazol-1-yl]propanoate). Isolated yield 53.0%. Reaction SMILES: C1CCN2C(=NCCC2)CC1.[NH2:12][C:13]1[CH:18]=[CH:17][C:16]([C:19]2[N:20]=[CH:21][N:22]([CH2:24][CH2:25][C:26]([O:28][C:29]([CH3:32])([CH3:31])[CH3:30])=[O:27])[CH:23]=2)=[CH:15][CH:14]=1.[C:33]([NH:38][C:39](=[O:44])[O:40][CH:41]([CH3:43])[CH3:42])(=[O:37])/[CH:34]=[CH:35]/[CH3:36]>C(#N)C>[CH3:36][CH:35]([NH:12][C:13]1[CH:18]=[CH:17][C:16]([C:19]2[N:20]=[CH:21][N:22]([CH2:24][CH2:25][C:26]([O:28][C:29]([CH3:32])([CH3:31])[CH3:30])=[O:27])[CH:23]=2)=[CH:15][CH:14]=1)[CH2:34][C:33]([NH:38][C:39]([O:40][CH:41]([CH3:42])[CH3:43])=[O:44])=[O:37]. Reported procedure: DBU (954 mg, 944 μl, 6.26 mmol) was added to a stirred solution of 1,1-dimethylethyl 3-[4-(4-aminophenyl)-1H-imidazol-1-yl]propanoate (for a preparation see Intermediate 96) (1.8 g, 6.26 mmol) and 1-methylethyl (2E)-2-butenoylcarbamate (for a preparation see Intermediate 49) (1.34 g, 7.83 mmol) in acetonitrile (25 mL). The reaction mixture was stirred at 50° C. for 48 h then was cooled to room temperature and most of the solvent was removed in vacuo. Purification of the residue by flash chromato... Run in C(C)O (ethanol). Reported procedure: Racemic etodolac (1148 g) and N-methylglucamine (780.8 g) in ethanol (6.4 litres) were heated to 70° C. with stirring. The solution was cooled to 45° C. and then seeded with crystals of 100% ee (R)-etodolac meglumine salt and the mixture allowed to crystallise for 5 hours. The solid was filtered to provide (R)-etodolac (610 g, 86.4% ee) which could be recycled to racemic etodolac following the procedure in Example 2 below. Reaction conditions: temperature 45 celsius. Reaction SMILES: [CH3:1][CH2:2][C:3]1[CH:4]=[CH:5][CH:6]=[C:7]2[C:11]3[CH2:12][CH2:13][O:14][C:15]([CH2:18][C:19]([OH:21])=[O:20])([CH2:16][CH3:17])[C:10]=3[NH:9][C:8]=12.CNC[C@@H]([C@H]([C@@H]([C@@H](CO)O)O)O)O>C(O)C>[CH3:1][CH2:2][C:3]1[C:8]2[NH:9][C:10]3[C@:15]([CH2:18][C:19]([OH:21])=[O:20])([CH2:16][CH3:17])[O:14][CH2:13][CH2:12][C:11]=3[C:7]=2[CH:6]=[CH:5][CH:4]=1. Isolated yield 53.1%. Product: CCC1=CC=CC2=C1NC3=C2CCO[C@]3(CC)CC(=O)O ((R)-etodolac). The reactants are CCC=1C=CC=C2C1NC3=C2CCOC3(CC)CC(=O)O (etodolac), CNC[C@H](O)[C@@H](O)[C@H](O)[C@H](O)CO (N-methylglucamine), (R)-etodolac meglumine. The reactants are CN1C2=CC=CC=C2S(C=2C=CC(=CC12)CC(=O)OCC)(=O)=O (ethyl (10-methyl-5,5-dioxo-5,10-dihydrophenothiazin-2-yl)acetate), ICC1CCOCC1 (4-(iodomethyl)tetrahydro-2H-pyran), C[Si](N[Si](C)(C)C)(C)C (1,1,1,3,3,3-hexamethyldisilazane), C(CCC)[Li] (n-butyllithium). Run in O1CCCC1 (tetrahydrofuran), O1CCCC1 (tetrahydrofuran). Conditions: temperature 0 celsius, time 30 minute. Product: CN1C2=CC=CC=C2S(C=2C=CC(=CC12)C(C(=O)OCC)CC1CCOCC1)(=O)=O (Ethyl 2-(10-methyl-5,5-dioxo-5,10-dihydrophenothiazin-2-yl)-3-(tetrahydropyran-4-yl)propionate). Reaction SMILES: C[Si](C)(C)N[Si](C)(C)C.C([Li])CCC.[CH3:15][N:16]1[C:29]2[CH:28]=[C:27]([CH2:30][C:31]([O:33][CH2:34][CH3:35])=[O:32])[CH:26]=[CH:25][C:24]=2[S:23](=[O:37])(=[O:36])[C:22]2[C:17]1=[CH:18][CH:19]=[CH:20][CH:21]=2.I[CH2:39][CH:40]1[CH2:45][CH2:44][O:43][CH2:42][CH2:41]1>O1CCCC1>[CH3:15][N:16]1[C:29]2[CH:28]=[C:27]([CH:30]([CH2:39][CH:40]3[CH2:45][CH2:44][O:43][CH2:42][CH2:41]3)[C:31]([O:33][CH2:34][CH3:35])=[O:32])[CH:26]=[CH:25][C:24]=2[S:23](=[O:36])(=[O:37])[C:22]2[C:17]1=[CH:18][CH:19]=[CH:20][CH:21]=2. Procedure: Under argon, 1.66 ml of 1,1,1,3,3,3-hexamethyldisilazane are dissolved in 20 ml of tetrahydrofuran. With ice cooling, 2.90 ml of n-butyllithium (2.5 M in n-hexane) are added dropwise, and the mixture is stirred at 0° C. for another 30 minutes. At −78° C., this solution is then added dropwise to a stirred solution of 2.0 g of ethyl (10-methyl-5,5-dioxo-5,10-dihydrophenothiazin-2-yl)acetate in 100 ml of tetrahydrofuran. The reaction mixture is stirred at −78° C. for 20 minutes, and 2.0 g of 4-(iod... Reactants: FC(OC1=CC=C(C(=O)Cl)C=C1)(F)F (4-trifluoromethoxybenzoyl chloride), C(CCCCCCCCCCCN)N (1,12-dodecanediamine), [OH-].[K+] (potassium hydroxide). Solvent: C(CCl)Cl (ethylene dichloride). Product: FC(OC1=CC=C(C(=O)NCCCCCCCCCCCCNC(C2=CC=C(C=C2)OC(F)(F)F)=O)C=C1)(F)F (N,N'-Dodecamethylenebis(4-trifluoromethoxybenzamide)). As a reaction SMILES: [F:1][C:2]([F:14])([F:13])[O:3][C:4]1[CH:12]=[CH:11][C:7]([C:8](Cl)=[O:9])=[CH:6][CH:5]=1.[CH2:15]([NH2:28])[CH2:16][CH2:17][CH2:18][CH2:19][CH2:20][CH2:21][CH2:22][CH2:23][CH2:24][CH2:25][CH2:26][NH2:27].[OH-:29].[K+]>C(Cl)CCl>[F:1][C:2]([F:14])([F:13])[O:3][C:4]1[CH:12]=[CH:11][C:7]([C:8]([NH:28][CH2:15][CH2:16][CH2:17][CH2:18][CH2:19][CH2:20][CH2:21][CH2:22][CH2:23][CH2:24][CH2:25][CH2:26][NH:27][C:8](=[O:9])[C:7]2[CH:11]=[CH:12][C:4]([O:29][C:2]([F:1])([F:13])[F:14])=[CH:5][CH:6]=2)=[O:9])=[CH:6][CH:5]=1 |f:2.3|. Procedure details: m.p. 158°-159° C., 11.3 g., was prepared as in Example 1 using 24.8 g. of 4-trifluoromethoxybenzoyl chloride in 150 ml. of ethylene dichloride, 10.0 g. of 1,12-dodecanediamine, 60 ml. of 10% aqueous potassium hydroxide solution, 350 ml. of ethylene dichloride and recrystallization twice from ethanol and once from isopropyl alcohol. Reactants: CC(C)(c1ncc(Br)s1)S(N)(=O)=O, O=C([O-])[O-], Cc1cc(N)cc(B2OC(C)(C)C(C)(C)O2)c1, O=C(C=Cc1ccccc1)C=Cc1ccccc1, O=C(C=Cc1ccccc1)C=Cc1ccccc1, O=C(C=Cc1ccccc1)C=Cc1ccccc1, [Cs+], [Cs+], [Pd], [Pd]. The product is Cc1cc(N)cc(-c2cnc(C(C)(C)S(N)(=O)=O)s2)c1. RXN SMILES: [Br:1][c:2]1[cH:3][n:4][c:5]([C:7]([CH3:8])([CH3:9])[S:10](=[O:11])(=[O:12])[NH2:13])[s:6]1.[C:31](=[O:32])([O-:33])[O-:34].[CH3:14][c:15]1[cH:16][c:17]([NH2:18])[cH:19][c:20]([B:22]2[O:23][C:24]([CH3:25])([CH3:26])[C:27]([CH3:28])([CH3:29])[O:30]2)[cH:21]1.[CH:39](=[CH:40][C:41]([CH:42]=[CH:43][c:44]1[cH:45][cH:46][cH:47][cH:48][cH:49]1)=[O:50])[c:51]1[cH:52][cH:53][cH:54][cH:55][cH:56]1.[CH:57](=[CH:58][C:59]([CH:60]=[CH:61][c:62]1[cH:63][cH:64][cH:65][cH:66][cH:67]1)=[O:68])[c:69]1[cH:70][cH:71][cH:72][cH:73][cH:74]1.[CH:75](=[CH:76][C:77]([CH:78]=[CH:79][c:80]1[cH:81][cH:82][cH:83][cH:84][cH:85]1)=[O:86])[c:87]1[cH:88][cH:89][cH:90][cH:91][cH:92]1.[Cs+:35].[Cs+:36].[Pd:37].[Pd:38]>>[c:2]1(-[c:20]2[cH:19][c:17]([NH2:18])[cH:16][c:15]([CH3:14])[cH:21]2)[cH:3][n:4][c:5]([C:7]([CH3:8])([CH3:9])[S:10](=[O:11])(=[O:12])[NH2:13])[s:6]1.